From a dataset of the Open Reaction Database (ORD), a public repository of structured organic reaction records. describe an organic reaction: reactants, conditions, products, and yield Starting materials: C(C1=CC=CC=C1)OC=1C=C(C=CC1)CCN(C(C1=C(C(=CC(=C1)C(F)(F)F)Cl)F)=O)CC1=CC=C(C=C1)C(C)(C)C (N-[2-(3-benzyloxy-phenyl)-ethyl]-N-(4-tert-butyl-benzyl)-3-chloro-2-fluoro-5-trifluoromethyl-benzamide). Reagents/catalysts: [Pd] (Pd/C). Solvent: C(C)(=O)OCC (ethyl acetate). Product: C(C)(C)(C)C1=CC=C(CN(C(C2=C(C(=CC(=C2)C(F)(F)F)Cl)F)=O)CCC2=CC(=CC=C2)O)C=C1 (N-(4-tert-butyl-benzyl)-3-chloro-2-fluoro-N-[2-(3-hydroxy-phenyl)-ethyl]-5-trifluoromethyl-benzamide). Yield: 80.2%. RXN SMILES: C([O:8][C:9]1[CH:10]=[C:11]([CH2:15][CH2:16][N:17]([CH2:32][C:33]2[CH:38]=[CH:37][C:36]([C:39]([CH3:42])([CH3:41])[CH3:40])=[CH:35][CH:34]=2)[C:18](=[O:31])[C:19]2[CH:24]=[C:23]([C:25]([F:28])([F:27])[F:26])[CH:22]=[C:21]([Cl:29])[C:20]=2[F:30])[CH:12]=[CH:13][CH:14]=1)C1C=CC=CC=1>C(OCC)(=O)C.[Pd]>[C:39]([C:36]1[CH:35]=[CH:34][C:33]([CH2:32][N:17]([CH2:16][CH2:15][C:11]2[CH:12]=[CH:13][CH:14]=[C:9]([OH:8])[CH:10]=2)[C:18](=[O:31])[C:19]2[CH:24]=[C:23]([C:25]([F:28])([F:26])[F:27])[CH:22]=[C:21]([Cl:29])[C:20]=2[F:30])=[CH:38][CH:37]=1)([CH3:42])([CH3:40])[CH3:41]. Procedure: A solution of 1.1 g of N-[2-(3-benzyloxy-phenyl)-ethyl]-N-(4-tert-butyl-benzyl)-3-chloro-2-fluoro-5-trifluoromethyl-benzamide (1.84 mmol) in 50 ml ethyl acetate was hydrogenated over 0.33 g Pd/C-5%. After completion of the reaction the suspension was filtered off and concentrated in vacuo to give 0.75 g of a colorless amorphous material. MS: 508.4 [ISP (M+H)+]. Starting materials: CC(=O)O[BH-](OC(C)=O)OC(C)=O, COC(=O)c1cn(C(=O)OC(C)(C)C)c2nccc(C=O)c12, ClCCl, CCC(C)C(N)C(=O)O, [Na+]. The product is CCC(C)C(NCc1ccnc2c1c(C(=O)OC)cn2C(=O)OC(C)(C)C)C(=O)O. RXN SMILES: [C:1]([O:2][BH-:3]([O:4][C:5](=[O:6])[CH3:7])[O:8][C:9](=[O:10])[CH3:11])(=[O:12])[CH3:13].[CH:24](=[O:25])[c:26]1[c:27]2[c:28]([n:29][cH:30][cH:31]1)[n:32]([C:39](=[O:40])[O:41][C:42]([CH3:43])([CH3:44])[CH3:45])[cH:33][c:34]2[C:35](=[O:36])[O:37][CH3:38].[Cl:46][CH2:47][Cl:48].[NH2:15][CH:16]([C:17](=[O:18])[OH:19])[CH:20]([CH2:21][CH3:22])[CH3:23].[Na+:14]>>[NH:15]([CH:16]([C:17](=[O:18])[OH:19])[CH:20]([CH2:21][CH3:22])[CH3:23])[CH2:24][c:26]1[c:27]2[c:28]([n:29][cH:30][cH:31]1)[n:32]([C:39](=[O:40])[O:41][C:42]([CH3:43])([CH3:44])[CH3:45])[cH:33][c:34]2[C:35](=[O:36])[O:37][CH3:38].